This data is from the Open Reaction Database (ORD), a public repository of structured organic reaction records. The task is: describe an organic reaction: reactants, conditions, products, and yield Reaction conditions: time 16 hour. Isolated yield 90.7%. Procedure: Potassium acetate (3.12 g, 31.7 mmol) and bromine (2.84 g, 17.7 mmol) were sequentially added to a solution of 1-(2-methoxyethyl)-5-(tetrahydro-2H-pyran-4-ylmethyl)-1H-pyrazole-3-carbonitrile (3.16 g, 12.7 mmol) in acetic acid (25 mL). The reaction was stirred for 16 hours at room temperature. Saturated aqueous sodium hydrogensulfite was added until the reaction became colorless. Water was added, and a precipitate formed, was isolated by filtration, washed with water, and dried on the vacuum fil... As a reaction SMILES: C([O-])(=O)C.[K+].[Br:6]Br.[CH3:8][O:9][CH2:10][CH2:11][N:12]1[C:16]([CH2:17][CH:18]2[CH2:23][CH2:22][O:21][CH2:20][CH2:19]2)=[CH:15][C:14]([C:24]#[N:25])=[N:13]1.S([O-])(O)=O.[Na+]>C(O)(=O)C.O>[Br:6][C:15]1[C:14]([C:24]#[N:25])=[N:13][N:12]([CH2:11][CH2:10][O:9][CH3:8])[C:16]=1[CH2:17][CH:18]1[CH2:23][CH2:22][O:21][CH2:20][CH2:19]1 |f:0.1,4.5|. The reactants are S(=O)(O)[O-].[Na+] (sodium hydrogensulfite), C(C)(=O)[O-].[K+] (Potassium acetate), BrBr (bromine), COCCN1N=C(C=C1CC1CCOCC1)C#N (1-(2-methoxyethyl)-5-(tetrahydro-2H-pyran-4-ylmethyl)-1H-pyrazole-3-carbonitrile). The product is BrC=1C(=NN(C1CC1CCOCC1)CCOC)C#N (4-bromo-1-(2-methoxyethyl)-5-(tetrahydro-2H-pyran-4-ylmethyl)-1H-pyrazole-3-carbonitrile). Solvent: C(C)(=O)O (acetic acid), O (Water). The reactants are N1C2=C(OCC1)N=CC(=C2)C(=O)OC (methyl 2,3-dihydro-1H-pyrido[2,3-b][1,4]oxazine-7-carboxylate), C1(=CC=CC=C1)S(=O)(=O)Cl (benzenesulfonyl chloride), CCN(C(C)C)C(C)C (DIPEA). The reagents and catalysts are CN(C)C=1C=CN=CC1 (DMAP). Run in C(Cl)Cl (DCM). Conditions: time 16 hour. Product: C1(=CC=CC=C1)S(=O)(=O)N1C2=C(OCC1)N=CC(=C2)C(=O)OC (methyl 1-(phenylsulfonyl)-2,3-dihydro-1H-pyrido[2,3-b][1,4]oxazine-7-carboxylate). The yield is 58.3%. RXN SMILES: [NH:1]1[CH2:6][CH2:5][O:4][C:3]2[N:7]=[CH:8][C:9]([C:11]([O:13][CH3:14])=[O:12])=[CH:10][C:2]1=2.[C:15]1([S:21](Cl)(=[O:23])=[O:22])[CH:20]=[CH:19][CH:18]=[CH:17][CH:16]=1.CCN(C(C)C)C(C)C>C(Cl)Cl.CN(C1C=CN=CC=1)C>[C:15]1([S:21]([N:1]2[CH2:6][CH2:5][O:4][C:3]3[N:7]=[CH:8][C:9]([C:11]([O:13][CH3:14])=[O:12])=[CH:10][C:2]2=3)(=[O:23])=[O:22])[CH:20]=[CH:19][CH:18]=[CH:17][CH:16]=1. Procedure details: To a solution of methyl 2,3-dihydro-1H-pyrido[2,3-b][1,4]oxazine-7-carboxylate (278.9 mg, 1.436 mmol) in DCM (20 mL) was added benzenesulfonyl chloride (278 μL, 2.156 mmol), DIPEA (753 μL, 4.31 mmol) and DMAP (88 mg, 0.719 mmol). The reaction was stirred at room temperature for 16 hours. LCMS analysis indicated a predominance of product in the reaction mixture. The solvent was removed under reduced pressure and the resulting oil was purified by flash column chromatography using a gradient elutio... The reactants are O=C(c1ncc[nH]1)c1ncc[nH]1, CCOC(=O)CSc1cnc(N)s1, CN(C)c1ccncc1, COCC1CCC(NC2CCCCC2)CC1, ClCCl, C1CCOC1. Product: CCOC(=O)CSc1cnc(NC(=O)N(C2CCCCC2)C2CCC(COC)CC2)s1. As a reaction SMILES: [C:14](=[O:15])([c:16]1[nH:17][cH:18][cH:19][n:20]1)[c:21]1[nH:22][cH:23][cH:24][n:25]1.[CH2:1]([CH3:2])[O:3][C:4]([CH2:5][S:6][c:7]1[cH:8][n:9][c:10]([NH2:12])[s:11]1)=[O:13].[CH3:42][N:43]([CH3:44])[c:45]1[cH:46][cH:47][n:48][cH:49][cH:50]1.[CH:26]1([NH:32][CH:33]2[CH2:34][CH2:35][CH:36]([CH2:39][O:40][CH3:41])[CH2:37][CH2:38]2)[CH2:27][CH2:28][CH2:29][CH2:30][CH2:31]1.[Cl:51][CH2:52][Cl:53].[O:54]1[CH2:55][CH2:56][CH2:57][CH2:58]1>>[CH2:1]([CH3:2])[O:3][C:4]([CH2:5][S:6][c:7]1[cH:8][n:9][c:10]([NH:12][C:14](=[O:15])[N:32]([CH:26]2[CH2:27][CH2:28][CH2:29][CH2:30][CH2:31]2)[CH:33]2[CH2:34][CH2:35][CH:36]([CH2:39][O:40][CH3:41])[CH2:37][CH2:38]2)[s:11]1)=[O:13].